Dataset: the Open Reaction Database (ORD), a public repository of structured organic reaction records. Task: describe an organic reaction: reactants, conditions, products, and yield The reactants are NC1=C(C=C(C=C1)C1=CC=C(C=C1)C(=O)OC)NC(C1=CC=C(C=C1)OC)=O (N-(2-Amino-5-(4-methoxycarbonylphenyl)phenyl)-4-methoxybenzamide), [OH-].[Na+] (NaOH), Cl (HCl). Solvent: C1CCOC1 (THF), O (water). Product: NC1=C(C=C(C=C1)C1=CC=C(C=C1)C(=O)O)NC(C1=CC=C(C=C1)OC)=O (N-(2-Amino-5-(4-carboxyphenyl)phenyl)-4-methoxybenzamide). Isolated yield 80.3%. RXN SMILES: [NH2:1][C:2]1[CH:7]=[CH:6][C:5]([C:8]2[CH:13]=[CH:12][C:11]([C:14]([O:16]C)=[O:15])=[CH:10][CH:9]=2)=[CH:4][C:3]=1[NH:18][C:19](=[O:28])[C:20]1[CH:25]=[CH:24][C:23]([O:26][CH3:27])=[CH:22][CH:21]=1.[OH-].[Na+].Cl>C1COCC1.O>[NH2:1][C:2]1[CH:7]=[CH:6][C:5]([C:8]2[CH:9]=[CH:10][C:11]([C:14]([OH:16])=[O:15])=[CH:12][CH:13]=2)=[CH:4][C:3]=1[NH:18][C:19](=[O:28])[C:20]1[CH:25]=[CH:24][C:23]([O:26][CH3:27])=[CH:22][CH:21]=1 |f:1.2|. Reported procedure: A solution of 104 (44 mg, 0.117) and NaOH 1M (0.24 ml, 0.24 mmol) in THF (1 ml) and water (1 ml) was stirred 48 h at 40° C. HCl 1M was added and the precipitate was filtered out. The solid was further purified by flash chromatography (eluent 3-5% MeOH in DCM), to give the compound 105 (34 mg, 80% yield). 1H NMR: (DMSO) δ (ppm): 9.61 (s, 1H), 7.98 (d, J=8.6 Hz, 2H), 7.93 (d, J=8.2 Hz, 2H), 7.66 (d, J=8.2 Hz, 2H), 7.58 (d, J=2.0 Hz, 1H), 7.40 (dd, J=8.2, 2.0 Hz, 1H), 7.04 (d, J=8.8 Hz, 2H), 6.86 (... Reactants: COC(C1=C(C=C(C=C1)O)F)=O (2-Fluoro-4-hydroxy-benzoic acid methyl ester), Cl.ClCC1=NC(=CC=C1)C (2-(chloromethyl)-6-methyl-pyridine hydrochloride). Yields the product COC(C1=C(C=C(C=C1)OCC1=NC(=CC=C1)C)F)=O (2-Fluoro-4-(6-methyl-pyridin-2-ylmethoxy)-benzoic acid methyl ester). As a reaction SMILES: [CH3:1][O:2][C:3](=[O:12])[C:4]1[CH:9]=[CH:8][C:7]([OH:10])=[CH:6][C:5]=1[F:11].Cl.Cl[CH2:15][C:16]1[CH:21]=[CH:20][CH:19]=[C:18]([CH3:22])[N:17]=1>>[CH3:1][O:2][C:3](=[O:12])[C:4]1[CH:9]=[CH:8][C:7]([O:10][CH2:15][C:16]2[CH:21]=[CH:20][CH:19]=[C:18]([CH3:22])[N:17]=2)=[CH:6][C:5]=1[F:11] |f:1.2|. Procedure details: The title compound is prepared in a manner substantially analogous to Procedure E except KI (1.3 eq.) is also added from 2-Fluoro-4-hydroxy-benzoic acid methyl ester [197507-22-5] and 2-(chloromethyl)-6-methyl-pyridine hydrochloride [CAS 3099-29-4]. MS (ES+) 276.2 Starting materials: COC(=O)CC(=O)OC, CO, [Li+], [OH-], O. Product: COC(=O)CC(=O)[O-], [Li+]. Reaction SMILES: [C:1]([CH2:2][C:3](=[O:4])[O:5][CH3:6])(=[O:7])[O:8][CH3:9].[CH3:12][OH:13].[Li+:11].[OH-:10].[OH2:14]>>[C:1]([CH2:2][C:3](=[O:4])[O:5][CH3:6])(=[O:7])[O-:8].[Li+:11]. Starting materials: C1CCOC1, [Li]CCCC, COc1cccc(C=O)c1, c1ccc2c(c1)Cc1ccccc1C2. Product: COc1cccc(C(O)C2c3ccccc3Cc3ccccc32)c1. RXN SMILES: [CH2:30]1[O:31][CH2:32][CH2:33][CH2:34]1.[CH3:15][CH2:16][CH2:17][CH2:18][Li:19].[CH:20]([c:21]1[cH:22][c:23]([O:27][CH3:28])[cH:24][cH:25][cH:26]1)=[O:29].[cH:1]1[cH:2][cH:3][cH:4][c:5]2[c:14]1[CH2:13][c:12]1[c:7]([cH:8][cH:9][cH:10][cH:11]1)[CH2:6]2>>[cH:1]1[cH:2][cH:3][cH:4][c:5]2[c:14]1[CH2:13][c:12]1[c:7]([cH:8][cH:9][cH:10][cH:11]1)[CH:6]2[CH:20]([c:21]1[cH:22][c:23]([O:27][CH3:28])[cH:24][cH:25][cH:26]1)[OH:29]. The reactants are OC1=C(C=NC2=CC=C(C=C12)N1C(OCC1)=O)C(=O)OCC (ethyl 4-hydroxy-6-(2-oxo-1,3-oxazolidin-3-yl)-3-quinolinecarboxylate), ClC1=CC=C(CN)C=C1 (p-chlorobenzylamine). Conditions: temperature 185 celsius. The product is ClC1=CC=C(CNC(=O)C=2C=NC3=CC=C(C=C3C2O)N2C(OCC2)=O)C=C1 (N-(4-Chlorobenzyl)-4-hydroxy-6-(2-oxo-1,3-oxazolidin-3-yl)-3-quinolinecarboxamide). Reaction SMILES: [OH:1][C:2]1[C:11]2[C:6](=[CH:7][CH:8]=[C:9]([N:12]3[CH2:16][CH2:15][O:14][C:13]3=[O:17])[CH:10]=2)[N:5]=[CH:4][C:3]=1[C:18]([O:20]CC)=O.[Cl:23][C:24]1[CH:31]=[CH:30][C:27]([CH2:28][NH2:29])=[CH:26][CH:25]=1>>[Cl:23][C:24]1[CH:31]=[CH:30][C:27]([CH2:28][NH:29][C:18]([C:3]2[CH:4]=[N:5][C:6]3[C:11]([C:2]=2[OH:1])=[CH:10][C:9]([N:12]2[CH2:16][CH2:15][O:14][C:13]2=[O:17])=[CH:8][CH:7]=3)=[O:20])=[CH:26][CH:25]=1. Procedure: To a flask containing ethyl 4-hydroxy-6-(2-oxo-1,3-oxazolidin-3-yl)-3-quinolinecarboxylate (0.17 g) is added p-chlorobenzylamine (1.0 mL). The reaction is tightly capped and heated to 185° C. over 1 hour. The reaction is cooled to room temperature and triturated with diethyl ether. The residue is adsorbed onto silica and chromatographed on silica eluting with 3% to 12% methanol in dichloromethane. The product-containing fractions are evaporated to give 0.12 g of the title compound as a off-white... The reactants are CC=Cc1cc(C(OCc2ccccc2)(C(F)(F)F)C(F)(F)F)ccc1N1CCN(C(=O)CBr)CC1, CC1(c2ccc3c(c2)OCC3)NC(=O)NC1=O. Yields the product CC=Cc1cc(C(OCc2ccccc2)(C(F)(F)F)C(F)(F)F)ccc1N1CCN(C(=O)CN2C(=O)NC(C)(c3ccc4c(c3)OCC4)C2=O)CC1. RXN SMILES: [CH2:1]([c:2]1[cH:3][cH:4][cH:5][cH:6][cH:7]1)[O:8][C:9]([C:10]([F:11])([F:12])[F:13])([C:14]([F:15])([F:16])[F:17])[c:18]1[cH:19][c:20]([CH:34]=[CH:35][CH3:36])[c:21]([N:24]2[CH2:25][CH2:26][N:27]([C:30]([CH2:31][Br:32])=[O:33])[CH2:28][CH2:29]2)[cH:22][cH:23]1.[O:37]1[CH2:38][CH2:39][c:40]2[c:41]1[cH:42][c:43]([C:46]1([CH3:53])[C:47](=[O:52])[NH:48][C:49](=[O:51])[NH:50]1)[cH:44][cH:45]2>>[CH2:1]([c:2]1[cH:3][cH:4][cH:5][cH:6][cH:7]1)[O:8][C:9]([C:10]([F:11])([F:12])[F:13])([C:14]([F:15])([F:16])[F:17])[c:18]1[cH:19][c:20]([CH:34]=[CH:35][CH3:36])[c:21]([N:24]2[CH2:25][CH2:26][N:27]([C:30]([CH2:31][N:48]3[C:47](=[O:52])[C:46]([c:43]4[cH:42][c:41]5[c:40]([cH:45][cH:44]4)[CH2:39][CH2:38][O:37]5)([CH3:53])[NH:50][C:49]3=[O:51])=[O:33])[CH2:28][CH2:29]2)[cH:22][cH:23]1. The reactants are ClC=1C=CC(=C(CN(CC)C2=CC=C(N=N2)C2=NN=NN2)C1)OC1CCCC1 (5-[6-(N-[5-Chloro-2-cyclopentoxybenzyl]-N-ethylamino)pyridazin-3-yl]tetrazole), [OH-].[Na+] (sodium hydroxide), CCOCC (ether). Solvent: O (water), C(C)O (ethanol). Product: ClC=1C=CC(=C(CN(CC)C2=CC=C(N=N2)C(=O)O)C1)OCC1CCC1 (6-[N-(5-Chloro-2-cyclobutylmethoxybenzyl)-N-ethylamino]pyridazine-3-carboxylic Acid). As a reaction SMILES: [Cl:1][C:2]1[CH:3]=[CH:4][C:5]([O:23][CH:24]2[CH2:28][CH2:27][CH2:26][CH2:25]2)=[C:6]([CH:22]=1)[CH2:7][N:8]([C:11]1[N:16]=[N:15][C:14]([C:17]2NN=NN=2)=[CH:13][CH:12]=1)[CH2:9][CH3:10].[OH-:29].[Na+].CC[O:33]CC>O.C(O)C>[Cl:1][C:2]1[CH:3]=[CH:4][C:5]([O:23][CH2:24][CH:25]2[CH2:28][CH2:27][CH2:26]2)=[C:6]([CH:22]=1)[CH2:7][N:8]([C:11]1[N:16]=[N:15][C:14]([C:17]([OH:33])=[O:29])=[CH:13][CH:12]=1)[CH2:9][CH3:10] |f:1.2|. Procedure: The title compound was prepared from using a similar method to that of example 18 by treating 6-[N-(5-Chloro-2-cyclobutylmethoxybenzyl)-N-ethylamino]-3-cyanopyridazine (reference example 27) (2.3 g, 6.46 mmol) with sodium hydroxide (2.6 g, 65 mmol) in water (20 ml) and ethanol (100 ml) to give a gum which solidified on trituration with ether (1.15 g, 47%).